From a dataset of the Open Reaction Database (ORD), a public repository of structured organic reaction records. describe an organic reaction: reactants, conditions, products, and yield Yields the product FC1=C(CCNC(=O)C=2C=C(C=NC2)N2C[C@@H]3[C@H](C2)CN(C3)C(=O)OC(C)(C)C)C=CC=C1 ((3aR,6aS)-tert-butyl 5-(5-(2-fluorophenethylcarbamoyl)pyridin-3-yl)hexahydropyrrolo[3,4-c]pyrrole-2(1H)-carboxylate). Reactants: C(C)(C)(C)OC(=O)N1C[C@H]2[C@@H](C1)CN(C2)C=2C=NC=C(C(=O)O)C2 (5-((3aR,6aS)-5-(tert-butoxycarbonyl)hexahydropyrrolo[3,4-c]pyrrol-2(1H)-yl)nicotinic Acid), FC1=C(C=CC=C1)CCN (2-(2-fluorophenyl)ethanamine). RXN SMILES: [C:1]([O:5][C:6]([N:8]1[CH2:12][C@H:11]2[CH2:13][N:14]([C:16]3[CH:17]=[N:18][CH:19]=[C:20]([CH:24]=3)[C:21]([OH:23])=O)[CH2:15][C@H:10]2[CH2:9]1)=[O:7])([CH3:4])([CH3:3])[CH3:2].[F:25][C:26]1[CH:31]=[CH:30][CH:29]=[CH:28][C:27]=1[CH2:32][CH2:33][NH2:34]>>[F:25][C:26]1[CH:31]=[CH:30][CH:29]=[CH:28][C:27]=1[CH2:32][CH2:33][NH:34][C:21]([C:20]1[CH:24]=[C:16]([N:14]2[CH2:15][C@@H:10]3[CH2:9][N:8]([C:6]([O:5][C:1]([CH3:2])([CH3:4])[CH3:3])=[O:7])[CH2:12][C@@H:11]3[CH2:13]2)[CH:17]=[N:18][CH:19]=1)=[O:23]. Procedure details: The product from Example 33B and 2-(2-fluorophenyl)ethanamine were processed as described in Example 33C to provide the title compound. MS (ESI) m/z 455 (M+H)+. The reactants are [N+](=O)([O-])C=1C=C(C=CC1)CNCCC1=CC=CC=C1 (N-(3-nitrophenylmethyl)benzylmethylamine). Reagents/catalysts: [C].[Pd] (palladium-carbon), C(C)(=O)OCC (ethyl acetate). Product: NC=1C=C(C=CC1)CNCCC1=CC=CC=C1 (N-(3-aminophenylmethyl)benzylmethylamine). Yield: 61.0%. As a reaction SMILES: [N+:1]([C:4]1[CH:5]=[C:6]([CH2:10][NH:11][CH2:12][CH2:13][C:14]2[CH:19]=[CH:18][CH:17]=[CH:16][CH:15]=2)[CH:7]=[CH:8][CH:9]=1)([O-])=O>[C].[Pd].C(OCC)(=O)C>[NH2:1][C:4]1[CH:5]=[C:6]([CH2:10][NH:11][CH2:12][CH2:13][C:14]2[CH:19]=[CH:18][CH:17]=[CH:16][CH:15]=2)[CH:7]=[CH:8][CH:9]=1 |f:1.2|. Procedure: Using the compound obtained in Example 377 as a starting material and also using 5% palladium-carbon and ethyl acetate as a catalyst and a solvent, respectively, reaction was performed as in Example 2 to give 487 mg of the titled compound (yield, 61%). Reactants: ClC1=C(C=C(C(=O)O)C=C1S(N)(=O)=O)[N+](=O)[O-] (4-chloro-3-nitro-5-sulphamyl-benzoic acid), C1(=CC=CC=C1)O (phenol), C([O-])(O)=O.[Na+] (sodium bicarbonate). The solvent is O (water). Conditions: temperature 85 celsius, time 16 hour. The product is [N+](=O)([O-])C=1C=C(C(=O)O)C=C(C1OC1=CC=CC=C1)S(N)(=O)=O (3-nitro-4-phenoxy-5-sulphamyl-benzoic acid). As a reaction SMILES: Cl[C:2]1[C:10]([S:11](=[O:14])(=[O:13])[NH2:12])=[CH:9][C:5]([C:6]([OH:8])=[O:7])=[CH:4][C:3]=1[N+:15]([O-:17])=[O:16].[C:18]1([OH:24])[CH:23]=[CH:22][CH:21]=[CH:20][CH:19]=1.C(=O)(O)[O-].[Na+]>O>[N+:15]([C:3]1[CH:4]=[C:5]([CH:9]=[C:10]([S:11](=[O:14])(=[O:13])[NH2:12])[C:2]=1[O:24][C:18]1[CH:23]=[CH:22][CH:21]=[CH:20][CH:19]=1)[C:6]([OH:8])=[O:7])([O-:17])=[O:16] |f:2.3|. Reported procedure: A mixture of 4-chloro-3-nitro-5-sulphamyl-benzoic acid (140 g), phenol (100 g), sodium bicarbonate (170 g), and water (1000 ml) was heated to 85°C while stirring and kept at this temperature for 16 hours. After cooling to 4°C, the precipitated sodium salt of 3-nitro-4-phenoxy-5-sulphamyl-benzoic acid was filtered off and washed with ice-water. The sodium salt was dissolved in boiling water (3000 ml), and the 3-nitro-4-phenoxy-5-sulphamyl-benzoic acid was precipitated by the addition of 4N hydroc... RXN SMILES: [CH3:30][CH2:31][O:32][C:33](=[O:34])[CH3:35].[Cl:1][c:2]1[cH:3][cH:4][c:5](-[c:8]2[n:9][o:10][c:11](-[c:13]3[c:14]([N+:22]([O-:23])=[O:24])[cH:15][c:16]([C:17](=[O:18])[OH:19])[cH:20][cH:21]3)[n:12]2)[cH:6][cH:7]1.[O:25]1[CH2:26][CH2:27][CH2:28][CH2:29]1>>[Cl:1][c:2]1[cH:3][cH:4][c:5](-[c:8]2[n:9][o:10][c:11](-[c:13]3[c:14]([NH2:22])[cH:15][c:16]([C:17](=[O:18])[OH:19])[cH:20][cH:21]3)[n:12]2)[cH:6][cH:7]1. Yields the product Nc1cc(C(=O)O)ccc1-c1nc(-c2ccc(Cl)cc2)no1. The reactants are CCOC(C)=O, O=C(O)c1ccc(-c2nc(-c3ccc(Cl)cc3)no2)c([N+](=O)[O-])c1, C1CCOC1.